From a dataset of the Open Reaction Database (ORD), a public repository of structured organic reaction records. describe an organic reaction: reactants, conditions, products, and yield The reactants are ClCC(C)=O (chloroacetone), [OH-].[Na+] (sodium hydroxide), [S-2].[Na+].[Na+] (sodium sulfide), [S] (sulfur), ClC1=C(C=O)C=CC=C1 (2-chlorobenzaldehyde). Run in O (water), C(C)OCC (diethyl ether), CN1C(CCC1)=O (N-methylpyrrolidone). Reaction conditions: time 1 hour. Yields the product C(C)(=O)C1=CC2=C(S1)C=CC=C2 (2-acetylbenzo[b]thiophene). Isolated yield 73.5%. RXN SMILES: [S-2:1].[Na+].[Na+].[S].Cl[C:6]1[CH:13]=[CH:12][CH:11]=[CH:10][C:7]=1[CH:8]=O.Cl[CH2:15][C:16](=[O:18])[CH3:17].[OH-].[Na+]>O.C(OCC)C.CN1CCCC1=O>[C:16]([C:15]1[S:1][C:6]2[CH:13]=[CH:12][CH:11]=[CH:10][C:7]=2[CH:8]=1)(=[O:18])[CH3:17] |f:0.1.2,6.7,^3:3|. Procedure details: To a 200 ml four-necked flask, equipped with a stirrer, a thermometer and a reflux condenser, were added 11.7 g (150 m moles) of anhydrous sodium sulfide, 3.2 g (100 m moles) of sulfur and 100 ml of N-methylpyrrolidone, and the mixture was stirred at room temperature for one hour. To the reaction mixture was dropwise added 14.1 g (100 m moles) of 2-chlorobenzaldehyde, and the mixture was stirred at room temperature for 12 hours. To the reaction mixture, was dropwise added 11.1 g (120 m moles) of... Starting materials: COc1ccc(N2CC(COS(C)(=O)=O)OC2=O)cc1, OC1(c2ccc(Cl)cc2)CCNCC1, CN(C)C=O. The product is COc1ccc(N2CC(CN3CCC(O)(c4ccc(Cl)cc4)CC3)OC2=O)cc1. As a reaction SMILES: [CH3:1][S:2]([O:3][CH2:6][CH:7]1[CH2:8][N:9]([c:13]2[cH:14][cH:15][c:16]([O:19][CH3:20])[cH:17][cH:18]2)[C:10](=[O:12])[O:11]1)(=[O:4])=[O:5].[Cl:21][c:22]1[cH:23][cH:24][c:25]([C:28]2([OH:34])[CH2:29][CH2:30][NH:31][CH2:32][CH2:33]2)[cH:26][cH:27]1.[O:35]=[CH:36][N:37]([CH3:38])[CH3:39]>>[CH2:6]([CH:7]1[CH2:8][N:9]([c:13]2[cH:14][cH:15][c:16]([O:19][CH3:20])[cH:17][cH:18]2)[C:10](=[O:12])[O:11]1)[N:31]1[CH2:30][CH2:29][C:28]([c:25]2[cH:24][cH:23][c:22]([Cl:21])[cH:27][cH:26]2)([OH:34])[CH2:33][CH2:32]1.